From a dataset of the Open Reaction Database (ORD), a public repository of structured organic reaction records. describe an organic reaction: reactants, conditions, products, and yield Product: C1(CC1)C=1C=CC(=NC1OCC1=CC=C(C=C1)OC)C=O (5-cyclopropyl-6-[(4-methoxybenzyl)oxy]pyridine-2-carbaldehyde). The yield is 105.3%. Starting materials: COC1=CC=C(CCl)C=C1 (p-Methoxybenzyl chloride), C1(CC1)C1=CC=C(NC1=O)C=O (5-cyclopropyl-6-oxo-1,6-dihydropyridine-2-carbaldehyde), [Al] (aluminum). Reagents/catalysts: C([O-])([O-])=O.[Ag+2] (Silver carbonate). The solvent is C(Cl)(Cl)Cl (chloroform). Reaction SMILES: [CH3:1][O:2][C:3]1[CH:10]=[CH:9][C:6]([CH2:7]Cl)=[CH:5][CH:4]=1.[CH:11]1([C:14]2[C:19](=[O:20])[NH:18][C:17]([CH:21]=[O:22])=[CH:16][CH:15]=2)[CH2:13][CH2:12]1.[Al]>C(Cl)(Cl)Cl.C(=O)([O-])[O-].[Ag+2]>[CH:11]1([C:14]2[CH:15]=[CH:16][C:17]([CH:21]=[O:22])=[N:18][C:19]=2[O:20][CH2:7][C:6]2[CH:9]=[CH:10][C:3]([O:2][CH3:1])=[CH:4][CH:5]=2)[CH2:13][CH2:12]1 |f:4.5|. Reaction conditions: time 3 hour. Reported procedure: p-Methoxybenzyl chloride (329 mg) was added to a solution of 5-cyclopropyl-6-oxo-1,6-dihydropyridine-2-carbaldehyde (228 mg) in chloroform (10 mL), after which the reaction tube was covered with aluminum foil to provide shading conditions. Silver carbonate (771 mg) was added and the mixture was stirred at room temperature for three hours. The insoluble matter was filtered off and then the filtrate was concentrated under reduced pressure. The resulting residue was purified by silica gel column ch... Starting materials: CC(=O)O, CN(Cc1ccc(O)c(Br)c1)C1CCCCC1, Cl, Cl, [Na+], [OH-], O. As a reaction SMILES: [CH3:23][C:24](=[O:25])[OH:26].[CH3:2][N:3]([CH:4]1[CH2:5][CH2:6][CH2:7][CH2:8][CH2:9]1)[CH2:10][c:11]1[cH:12][c:13]([Br:18])[c:14]([OH:17])[cH:15][cH:16]1.[Cl:19].[ClH:1].[Na+:22].[OH-:21].[OH2:20]>>[Cl:1][c:15]1[c:14]([OH:17])[c:13]([Br:18])[cH:12][c:11]([CH2:10][N:3]([CH3:2])[CH:4]2[CH2:5][CH2:6][CH2:7][CH2:8][CH2:9]2)[cH:16]1. Product: CN(Cc1cc(Cl)c(O)c(Br)c1)C1CCCCC1. The reactants are CN1N=C(C=C1C(=O)O)NCC=1C(=NOC1C)C1=NC=CC=C1 (1-methyl-3-((5-methyl-3-(pyridin-2-yl)isoxazol-4-yl)methylamino)-1H-pyrazole-5-carboxylic acid), CC1(COC1)N (3-methyl-3-oxetanamine). Product: CN1N=C(C=C1C(=O)NC1(COC1)C)NCC=1C(=NOC1C)C1=NC=CC=C1 (1-Methyl-3-((5-methyl-3-(pyridin-2-yl)isoxazol-4-yl)methylamino)-N-(3-methyloxetan-3-yl)-1H-pyrazole-5-carboxamide). The yield is 70.0%. RXN SMILES: [CH3:1][N:2]1[C:6]([C:7]([OH:9])=O)=[CH:5][C:4]([NH:10][CH2:11][C:12]2[C:13]([C:18]3[CH:23]=[CH:22][CH:21]=[CH:20][N:19]=3)=[N:14][O:15][C:16]=2[CH3:17])=[N:3]1.[CH3:24][C:25]1([NH2:29])[CH2:28][O:27][CH2:26]1>>[CH3:1][N:2]1[C:6]([C:7]([NH:29][C:25]2([CH3:24])[CH2:28][O:27][CH2:26]2)=[O:9])=[CH:5][C:4]([NH:10][CH2:11][C:12]2[C:13]([C:18]3[CH:23]=[CH:22][CH:21]=[CH:20][N:19]=3)=[N:14][O:15][C:16]=2[CH3:17])=[N:3]1. Reported procedure: As described for example 160c, 1-methyl-3-((5-methyl-3-(pyridin-2-yl)isoxazol-4-yl)methylamino)-1H-pyrazole-5-carboxylic acid (80 mg, 255 μmol) was converted, using 3-methyl-3-oxetanamine instead of isopropylamine, to the title compound (68 mg, 70%) which was obtained as a white solid. MS: m/e=383.3 [M+H]+. Reactants: COC(=O)c1cc(-c2ccc(C)cn2)c2ncn(CC(C)C)c2c1, CO, Cl, [Li+], [OH-], O. Yields the product Cc1ccc(-c2cc(C(=O)O)cc3c2ncn3CC(C)C)nc1. As a reaction SMILES: [CH3:1][O:2][C:3](=[O:4])[c:5]1[cH:6][c:7]2[c:8]([n:9][cH:10][n:11]2[CH2:12][CH:13]([CH3:14])[CH3:15])[c:16](-[c:18]2[n:19][cH:20][c:21]([CH3:24])[cH:22][cH:23]2)[cH:17]1.[CH3:28][OH:29].[ClH:27].[Li+:26].[OH-:25].[OH2:30]>>[O:2]=[C:3]([OH:4])[c:5]1[cH:6][c:7]2[c:8]([n:9][cH:10][n:11]2[CH2:12][CH:13]([CH3:14])[CH3:15])[c:16](-[c:18]2[n:19][cH:20][c:21]([CH3:24])[cH:22][cH:23]2)[cH:17]1. Starting materials: CC1(OB(OC1(C)C)C=1C=NNC1)C (4-(4,4,5,5-tetramethyl-1,3,2-dioxaborolan-2-yl)-1H-pyrazole), [H-].[Na+] (sodium hydride), CN(C=O)C (N,N-dimethylformamide), CS(=O)(=O)OC1COCC1 (tetrahydrofuran-3-yl methanesulfonate). The solvent is C(C)(=O)OCC (ethyl acetate). Conditions: time 10 minute. Product: O1CC(CC1)N1N=CC(=C1)B1OC(C(O1)(C)C)(C)C (1-(tetrahydrofuran-3-yl)-4-(4,4,5,5-tetramethyl-1,3,2-dioxaborolan-2-yl)-1H-pyrazole). The yield is 71.9%. RXN SMILES: [CH3:1][C:2]1([CH3:14])[C:6]([CH3:8])([CH3:7])[O:5][B:4]([C:9]2[CH:10]=[N:11][NH:12][CH:13]=2)[O:3]1.[H-].[Na+].CN(C)C=O.CS(O[CH:27]1[CH2:31][CH2:30][O:29][CH2:28]1)(=O)=O>C(OCC)(=O)C>[O:29]1[CH2:30][CH2:31][CH:27]([N:12]2[CH:13]=[C:9]([B:4]3[O:5][C:6]([CH3:7])([CH3:8])[C:2]([CH3:14])([CH3:1])[O:3]3)[CH:10]=[N:11]2)[CH2:28]1 |f:1.2|. Reported procedure: A mixture of 4-(4,4,5,5-tetramethyl-1,3,2-dioxaborolan-2-yl)-1H-pyrazole (0.1 g, 0.5 mmol), sodium hydride (31 mg, 0.77 mmol) in N,N-dimethylformamide (1 mL, 10 mmol) was stirred at r.t. for 10 min, then, tetrahydrofuran-3-yl methanesulfonate (86 mg, 0.52 mmol) was added. The resulting mixture was stirred at 110° C. for 2 hours. After cooling it was diluted with ethyl acetate, washed with water twice, brine once; dried over Na2SO4. After filtration the filtrate was concentrated to yield 95 mg of... The reactants are OC1(CC(=O)OC(C1Br)C1=CC=C(C=C1)C1=CC=CC=C1)C (3-hydroxy-3-methyl-4-bromo-5-(4-biphenylyl)-5-pentanolide), C(CCC)[SnH](CCCC)CCCC (tri-n-butyltin hydride), Example 2 ( a ). Solvent: O1CCCC1 (tetrahydrofuran). The product is OC1(CC(=O)OC(C1)C1=CC=C(C=C1)C1=CC=CC=C1)C (3-Hydroxy-3-methyl-5-(4-biphenylyl)-5-pentanolide). Yield: 51.2%. Reaction SMILES: [OH:1][C:2]1([CH3:22])[CH:8](Br)[CH:7]([C:10]2[CH:15]=[CH:14][C:13]([C:16]3[CH:21]=[CH:20][CH:19]=[CH:18][CH:17]=3)=[CH:12][CH:11]=2)[O:6][C:4](=[O:5])[CH2:3]1.C([SnH](CCCC)CCCC)CCC>O1CCCC1>[OH:1][C:2]1([CH3:22])[CH2:8][CH:7]([C:10]2[CH:15]=[CH:14][C:13]([C:16]3[CH:21]=[CH:20][CH:19]=[CH:18][CH:17]=3)=[CH:12][CH:11]=2)[O:6][C:4](=[O:5])[CH2:3]1. Procedure: The product obtained by reducing 0.50 g of 3-hydroxy-3-methyl-4-bromo-5-(4-biphenylyl)-5-pentanolide with 1.62 g of tri-n-butyltin hydride in 10 ml of anhydrous tetrahydrofuran according to the method described in Example 2 (a), was recrystallized from a mixture of n-hexane and acetone (10:1) to give 0.20 g of the desired compound melting at 151°-153° C. Starting materials: C([O-])(O)=O.[Na+] (sodium bicarbonate), O.C1(=CC=C(C=C1)S(=O)(=O)O)C (p-toluenesulphonic acid hydrate), C(C1=CC=CC=C1)(C1=CC=CC=C1)OC(=O)C=1N2C(C(C2SCC1C=COS(=O)(=O)C1=CC=C(C)C=C1)NC(=O)OC(C)(C)C)=O (2-benzhydryloxycarbonyl-7-tert.-butoxycarbonylamino-8-oxo-3-(2-tosyloxyvinyl)-5-thia-1-aza-bicyclo[4.2.0]oct-2-ene). Solvent: C(C)#N (acetonitrile), C(C)#N (acetonitrile). Conditions: temperature 35 celsius, time 45 minute. The product is NC1C2SCC(=C(N2C1=O)C(=O)OC(C1=CC=CC=C1)C1=CC=CC=C1)C=COS(=O)(=O)C1=CC=C(C)C=C1 (7-Amino-2-benzhydryloxycarbonyl-8-oxo-3-(2-tosyloxyvinyl)-5-thia-1-aza-bicyclo[4.2.0]oct-2-ene). The yield is 90.8%. Reaction SMILES: O.C1(C)C=CC(S(O)(=O)=O)=CC=1.[CH:13]([O:26][C:27]([C:29]1[N:30]2[CH:33]([S:34][CH2:35][C:36]=1[CH:37]=[CH:38][O:39][S:40]([C:43]1[CH:49]=[CH:48][C:46]([CH3:47])=[CH:45][CH:44]=1)(=[O:42])=[O:41])[CH:32]([NH:50]C(OC(C)(C)C)=O)[C:31]2=[O:58])=[O:28])([C:20]1[CH:25]=[CH:24][CH:23]=[CH:22][CH:21]=1)[C:14]1[CH:19]=[CH:18][CH:17]=[CH:16][CH:15]=1.C(=O)(O)[O-].[Na+]>C(#N)C>[NH2:50][CH:32]1[C:31](=[O:58])[N:30]2[CH:33]1[S:34][CH2:35][C:36]([CH:37]=[CH:38][O:39][S:40]([C:43]1[CH:49]=[CH:48][C:46]([CH3:47])=[CH:45][CH:44]=1)(=[O:42])=[O:41])=[C:29]2[C:27]([O:26][CH:13]([C:20]1[CH:25]=[CH:24][CH:23]=[CH:22][CH:21]=1)[C:14]1[CH:15]=[CH:16][CH:17]=[CH:18][CH:19]=1)=[O:28] |f:0.1,3.4|. Procedure: A solution of p-toluenesulphonic acid hydrate (3.49 g) in acetonitrile (25 cc) is added dropwise, in the course of 25 minutes, to a solution, at 35° C., of 2-benzhydryloxycarbonyl-7-tert.-butoxycarbonylamino-8-oxo-3-(2-tosyloxyvinyl)-5-thia-1-aza-bicyclo[4.2.0]oct-2-ene (E-form) (6.1 g) in acetonitrile (75 cc). The mixture is stirred for 45 minutes at 35° C. and is then poured into a saturated sodium bicarbonate solution (500 cc). After 30 minutes' contact, with stirring, the mixture is extracte... The reactants are C1(=CC=CC=C1)[C@@H]1OCC[C@@H](O1)OS(=O)(=O)C1=CC=C(C=C1)C (cis-2-phenyl-4-(p-toluenesulfonyloxy)-1,3-dioxane), HC1-dioxane, CO (methanol), C(=O)(O)[O-].[Na+] (NaHCO3). Reaction conditions: time 2 hour. The product is C1(=CC=C(C=C1)S(=O)(=O)OC(CO)CO)C (2-(p-Toluenesulfonyloxy)-1,3-propanediol). Isolated yield 100.0%. RXN SMILES: C1([C@H]2O[C@@H:11]([O:13][S:14]([C:17]3[CH:22]=[CH:21][C:20]([CH3:23])=[CH:19][CH:18]=3)(=[O:16])=[O:15])[CH2:10]CO2)C=CC=CC=1.[C:24]([O-])(O)=[O:25].[Na+].C[OH:30]>>[C:20]1([CH3:23])[CH:19]=[CH:18][C:17]([S:14]([O:13][CH:11]([CH2:10][OH:30])[CH2:24][OH:25])(=[O:15])=[O:16])=[CH:22][CH:21]=1 |f:1.2|. Reported procedure: In 50 ml of methanol were dissolved 5.00 g of cis-2-phenyl-4-(p-toluenesulfonyloxy)-1,3-dioxane, and 5 ml of a 4N HC1-dioxane solution were added to the solution, followed by stirring of the resulting mixture at room temperature for 2 hours. To the reaction mixture were added 3.5 g of NaHCO3 powder, and the mixture was stirred for 10 minutes. Then, the reaction mixture was filtered and the filtrate was concentrated under reduced pressure. The thus obtained oil was subjected to column chromatogra... The reactants are O=C(Cl)C(=O)Cl, O=C(O)c1cc2cc(F)ccc2[nH]1. Yields the product O=C(Cl)c1cc2cc(F)ccc2[nH]1. As a reaction SMILES: [C:14]([Cl:15])(=[O:16])[C:18]([Cl:17])=[O:19].[F:1][c:2]1[cH:3][c:4]2[cH:5][c:6]([C:11](=[O:12])[OH:13])[nH:7][c:8]2[cH:9][cH:10]1>>[F:1][c:2]1[cH:3][c:4]2[cH:5][c:6]([C:11](=[O:13])[Cl:17])[nH:7][c:8]2[cH:9][cH:10]1.